The task is: describe an organic reaction: reactants, conditions, products, and yield. This data is from the Open Reaction Database (ORD), a public repository of structured organic reaction records. Reactants: 40, CC1CN(CCC1NCC1=CC=CC=C1)C(=O)OC (methyl 3-methyl-4-[(phenylmethyl)amino]-1-piperidinecarboxylate), [H][H] (hydrogen). The reagents and catalysts are [Pd] (palladium-on-charcoal). The solvent is CO (methanol). The product is NC1C(CN(CC1)C(=O)OC)C (methyl 4-amino-3-methyl-1-piperidinecarboxylate). RXN SMILES: [CH3:1][CH:2]1[CH:7]([NH:8]CC2C=CC=CC=2)[CH2:6][CH2:5][N:4]([C:16]([O:18][CH3:19])=[O:17])[CH2:3]1.[H][H]>[Pd].CO>[NH2:8][CH:7]1[CH2:6][CH2:5][N:4]([C:16]([O:18][CH3:19])=[O:17])[CH2:3][CH:2]1[CH3:1]. Reported procedure: A mixture of 40 parts of methyl 3-methyl-4-[(phenylmethyl)amino]-1-piperidinecarboxylate and 160 parts of methanol was hydrogenated at normal pressure and at room temperature with 2 parts of palladium-on-charcoal catalyst 10%. After the calculated amount of hydrogen was taken up, the catalyst was filtered off and the filtrate was evaporated to dry. The residue was distilled (bp. 80° C. at 0.1 mm. pressure). The distillate was further purified by gas-chromatography (at 215° C. and at 10 lbs/sq. i...